This data is from the Open Reaction Database (ORD), a public repository of structured organic reaction records. The task is: describe an organic reaction: reactants, conditions, products, and yield The reactants are C1CCOC1, CC(C)[N-]C(C)C, CS(=O)(=O)OCc1c(Cl)cc(OS(=O)(=O)C(F)(F)F)cc1Cl, O=C1CCCN1C1CCC(F)(F)CC1, [Li+]. Yields the product O=C1C(Cc2c(Cl)cc(OS(=O)(=O)C(F)(F)F)cc2Cl)CCN1C1CCC(F)(F)CC1. Reaction SMILES: [CH2:45]1[O:46][CH2:47][CH2:48][CH2:49]1.[CH3:16][CH:17]([N-:18][CH:19]([CH3:20])[CH3:21])[CH3:22].[Cl:23][c:24]1[cH:25][c:26]([O:37][S:38](=[O:39])(=[O:40])[C:41]([F:42])([F:43])[F:44])[cH:27][c:28]([Cl:36])[c:29]1[CH2:30][O:31][S:32]([CH3:33])(=[O:34])=[O:35].[F:1][C:2]1([F:14])[CH2:3][CH2:4][CH:5]([N:8]2[C:9](=[O:13])[CH2:10][CH2:11][CH2:12]2)[CH2:6][CH2:7]1.[Li+:15]>>[F:1][C:2]1([F:14])[CH2:3][CH2:4][CH:5]([N:8]2[C:9](=[O:13])[CH:10]([CH2:30][c:29]3[c:24]([Cl:23])[cH:25][c:26]([O:37][S:38](=[O:39])(=[O:40])[C:41]([F:42])([F:43])[F:44])[cH:27][c:28]3[Cl:36])[CH2:11][CH2:12]2)[CH2:6][CH2:7]1. Reaction SMILES: [CH3:1][O:2][C:3]1[CH:8]=[CH:7][CH:6]=[CH:5][C:4]=1[CH:9]1[CH2:13][CH2:12][CH:11]([C:14]2[CH:19]=[CH:18][CH:17]=[CH:16][CH:15]=2)[N:10]1[C:20](=[O:37])[CH2:21][NH:22][C:23](=[O:36])[NH:24][C:25]1[CH:26]=[C:27]([CH2:31][C:32]([O:34]C)=[O:33])[CH:28]=[CH:29][CH:30]=1>CO>[CH3:1][O:2][C:3]1[CH:8]=[CH:7][CH:6]=[CH:5][C:4]=1[CH:9]1[CH2:13][CH2:12][CH:11]([C:14]2[CH:15]=[CH:16][CH:17]=[CH:18][CH:19]=2)[N:10]1[C:20](=[O:37])[CH2:21][NH:22][C:23](=[O:36])[NH:24][C:25]1[CH:26]=[C:27]([CH2:31][C:32]([OH:34])=[O:33])[CH:28]=[CH:29][CH:30]=1. The product is COC1=C(C=CC=C1)C1N(C(CC1)C1=CC=CC=C1)C(CNC(NC=1C=C(C=CC1)CC(=O)O)=O)=O ((2RS,5SR)-3-{3-{2-[2-(2-methoxyphenyl)-5-phenyl-1-pyrrolidinyl]-2-oxoethyl}ureido}phenylacetic acid). Isolated yield 51.4%. Reactants: COC1=C(C=CC=C1)C1N(C(CC1)C1=CC=CC=C1)C(CNC(NC=1C=C(C=CC1)CC(=O)OC)=O)=O (methyl (2RS,5SR)-3-{3-{2-[2-(2-methoxyphenyl)-5-phenyl-1-pyrrolidinyl]-2-oxoethyl}ureido}phenylacetate). Solvent: CO (methanol). Procedure: By proceeding in a fashion similar to that described in Example 9, but starting from 1.2 g of methyl (2RS,5SR)-3-{3-{2-[2-(2-methoxyphenyl)-5-phenyl-1-pyrrolidinyl]-2-oxoethyl}ureido}phenylacetate in solution in 20 cm3 of methanol and 0.19 g of potassium hydroxide in solution in 4 cm3 of water, and after treatment and recrystallization in diethyl ether, 0.6 g of (2RS,5SR)-3-{3-{2-[2-(2-methoxyphenyl)-5-phenyl-1-pyrrolidinyl]-2-oxoethyl}ureido}phenylacetic acid, melting at 140° C., is obtained. Reactants: [H-].[Al+3].[Li+].[H-].[H-].[H-] (lithium aluminum hydride), CC(C)(C)C=1C=C(C=C(C1O)C(C)(C)C)CCC(=O)OCC (ethyl 3-[3,5-bis(1,1-dimethylethyl)-4-hydroxyphenyl]propionate). Solvent: C(C)OCC (diethyl ether), C(C)OCC (diethyl ether). The product is CC(C)(C)C=1C=C(C=C(C1O)C(C)(C)C)CCCO (3-[3,5-bis(1,1-dimethylethyl)-4-hydroxy-phenyl]propanol). Yield: 92.7%. As a reaction SMILES: [H-].[Al+3].[Li+].[H-].[H-].[H-].[CH3:7][C:8]([C:11]1[CH:12]=[C:13]([CH2:22][CH2:23][C:24](OCC)=[O:25])[CH:14]=[C:15]([C:18]([CH3:21])([CH3:20])[CH3:19])[C:16]=1[OH:17])([CH3:10])[CH3:9]>C(OCC)C>[CH3:21][C:18]([C:15]1[CH:14]=[C:13]([CH2:22][CH2:23][CH2:24][OH:25])[CH:12]=[C:11]([C:8]([CH3:9])([CH3:7])[CH3:10])[C:16]=1[OH:17])([CH3:19])[CH3:20] |f:0.1.2.3.4.5|. Reported procedure: To a suspension lithium aluminum hydride (11.2 g) in diethyl ether (500 mL) is added over a period of 30 minutes ethyl 3-[3,5-bis(1,1-dimethylethyl)-4-hydroxyphenyl]propionate (60.0 g) in diethyl ether (100 mL). The mixture is heated at reflux for 3 hours and then quenched by the sequential addition of water (11 mL), 10% aqueous sodium hydroxide (11 mL) and water (66 mL). The resulting suspension is washed with tetrahydrofuran and the filtrate is concentrated to give 48 g of 3-[3,5-bis(1,1-dimet... Reactants: COC(=O)C=1C(SC2=CC(=CC=C2C1O)Br)=O (7-bromo-4-hydroxy-2-oxo-2H-thiochromene-3-carboxylic acid methyl ester), COC1=C(C=CC=C1)B(O)O (2-methoxyphenylboronic acid). The product is COC(=O)C=1C(SC2=CC(=CC=C2C1O)C1=C(C=CC=C1)OC)=O (4-Hydroxy-7-(2-methoxy-phenyl)-2-oxo-2H-thiochromene-3-carboxylic acid methyl ester). As a reaction SMILES: [CH3:1][O:2][C:3]([C:5]1[C:6](=[O:17])[S:7][C:8]2[C:13]([C:14]=1[OH:15])=[CH:12][CH:11]=[C:10](Br)[CH:9]=2)=[O:4].[CH3:18][O:19][C:20]1[CH:25]=[CH:24][CH:23]=[CH:22][C:21]=1B(O)O>>[CH3:1][O:2][C:3]([C:5]1[C:6](=[O:17])[S:7][C:8]2[C:13]([C:14]=1[OH:15])=[CH:12][CH:11]=[C:10]([C:21]1[CH:22]=[CH:23][CH:24]=[CH:25][C:20]=1[O:19][CH3:18])[CH:9]=2)=[O:4]. Procedure details: 4-Hydroxy-7-(2-methoxy-phenyl)-2-oxo-2H-thiochromene-3-carboxylic acid methyl ester was prepared from 7-bromo-4-hydroxy-2-oxo-2H-thiochromene-3-carboxylic acid methyl ester (Example 5e) and 2-methoxyphenylboronic acid under conditions analogous to Example 7(a). MS ESI(−) m/e: 341.07 (M−1). Reactants: ClCCl, O=C(Cl)c1c(F)cccc1F, CC(C)(N)CO. The product is CC(C)(CO)NC(=O)c1c(F)cccc1F. As a reaction SMILES: [Cl:18][CH2:19][Cl:20].[F:1][c:2]1[c:3]([C:4](=[O:5])[Cl:6])[c:7]([F:11])[cH:8][cH:9][cH:10]1.[NH2:12][C:13]([CH2:14][OH:15])([CH3:16])[CH3:17]>>[F:1][c:2]1[c:3]([C:4](=[O:5])[NH:12][C:13]([CH2:14][OH:15])([CH3:16])[CH3:17])[c:7]([F:11])[cH:8][cH:9][cH:10]1.